describe an organic reaction: reactants, conditions, products, and yield From a dataset of the Open Reaction Database (ORD), a public repository of structured organic reaction records. The reactants are COCCOC, COc1cc(Nc2c(C#N)cnc3cc(OCCCCl)c(OC)cc23)c(Cl)cc1Cl, C1CCN(C2CCNCC2)CC1. Product: COc1cc(Nc2c(C#N)cnc3cc(OCCCN4CCC(N5CCCCC5)CC4)c(OC)cc23)c(Cl)cc1Cl. Reaction SMILES: [CH3:43][O:44][CH2:45][CH2:46][O:47][CH3:48].[Cl:1][CH2:2][CH2:3][CH2:4][O:5][c:6]1[c:7]([O:29][CH3:30])[cH:8][c:9]2[c:10]([NH:18][c:19]3[c:20]([Cl:28])[cH:21][c:22]([Cl:27])[c:23]([O:25][CH3:26])[cH:24]3)[c:11]([C:16]#[N:17])[cH:12][n:13][c:14]2[cH:15]1.[N:31]1([CH:37]2[CH2:38][CH2:39][NH:40][CH2:41][CH2:42]2)[CH2:32][CH2:33][CH2:34][CH2:35][CH2:36]1>>[CH2:2]([CH2:3][CH2:4][O:5][c:6]1[c:7]([O:29][CH3:30])[cH:8][c:9]2[c:10]([NH:18][c:19]3[c:20]([Cl:28])[cH:21][c:22]([Cl:27])[c:23]([O:25][CH3:26])[cH:24]3)[c:11]([C:16]#[N:17])[cH:12][n:13][c:14]2[cH:15]1)[N:40]1[CH2:39][CH2:38][CH:37]([N:31]2[CH2:32][CH2:33][CH2:34][CH2:35][CH2:36]2)[CH2:42][CH2:41]1. Reactants: C(C)(C)N([C@H]1C[C@H]([C@H](CC1)N1C([C@H](CC1)NC(OCC1=CC=CC=C1)=O)=O)CS(=O)(=O)CC)C (benzyl (S)-1-((1S,2R,4R)-4-(isopropyl(methyl)amino)-2-(ethylsulfonylmethyl)cyclohexyl)-2-oxopyrrolidin-3-ylcarbamate), Br.CC(=O)O (HBr AcOH). Solvent: CCOCC (Et2O). Reaction conditions: time 25 minute. The product is N[C@@H]1C(N(CC1)[C@@H]1[C@@H](C[C@@H](CC1)N(C)C(C)C)CS(=O)(=O)CC)=O ((S)-3-amino-1-((1S,2R,4R)-4-(isopropyl(methyl)amino)-2-(ethylsulfonylmethyl)cyclohexyl)pyrrolidin-2-one). Isolated yield 82.4%. Reaction SMILES: [CH:1]([N:4]([CH3:34])[C@@H:5]1[CH2:10][CH2:9][C@H:8]([N:11]2[CH2:15][CH2:14][C@H:13]([NH:16]C(=O)OCC3C=CC=CC=3)[C:12]2=[O:27])[C@H:7]([CH2:28][S:29]([CH2:32][CH3:33])(=[O:31])=[O:30])[CH2:6]1)([CH3:3])[CH3:2].Br.CC(O)=O>CCOCC>[NH2:16][C@H:13]1[CH2:14][CH2:15][N:11]([C@H:8]2[CH2:9][CH2:10][C@@H:5]([N:4]([CH:1]([CH3:3])[CH3:2])[CH3:34])[CH2:6][C@H:7]2[CH2:28][S:29]([CH2:32][CH3:33])(=[O:31])=[O:30])[C:12]1=[O:27] |f:1.2|. Procedure details: The entirety of benzyl (S)-1-((1S,2R,4R)-4-(isopropyl(methyl)amino)-2-(ethylsulfonylmethyl)cyclohexyl)-2-oxopyrrolidin-3-ylcarbamate prepared in Step 2 (250 mg) was charged with 30% HBr/AcOH (5 mL). The reaction vessel warms and a vigorous gas evolution occurs. The mixture was stirred for 25 min at RT and then the flask was placed in a cool water bath before the addition of 20 mL of Et2O. The resulting solid was collected, washed with Et2O twice, and concentrated in vacuo to give (S)-3-amino-1-(... The reactants are N(=O)[O-].[Na+] (sodium nitrite), ice, C(#N)C=1C=C(C=CC1OC)N1N=C(C=C1C1=CC=C(C=C1)SC)N (1-(3-cyano-4-methoxyphenyl)-5-[4-(methylthio)phenyl]pyrazol-3-amine), Cl (hydrochloric acid), C(C)(=O)O (acetic acid), cuprous chloride, Cl (hydrochloric acid). Run in O (water), O (water). Conditions: temperature 0 celsius, time 30 minute. The product is ClC1=NN(C(=C1)C1=CC=C(C=C1)SC)C1=CC(=C(C=C1)OC)C#N (3-chloro-1-(3-cyano-4-methoxyphenyl)-5-[4-(methylthio)phenyl]pyrazole). Reaction SMILES: N([O-])=O.[Na+].[C:5]([C:7]1[CH:8]=[C:9]([N:15]2[C:19]([C:20]3[CH:25]=[CH:24][C:23]([S:26][CH3:27])=[CH:22][CH:21]=3)=[CH:18][C:17](N)=[N:16]2)[CH:10]=[CH:11][C:12]=1[O:13][CH3:14])#[N:6].[ClH:29].C(O)(=O)C>O>[Cl:29][C:17]1[CH:18]=[C:19]([C:20]2[CH:25]=[CH:24][C:23]([S:26][CH3:27])=[CH:22][CH:21]=2)[N:15]([C:9]2[CH:10]=[CH:11][C:12]([O:13][CH3:14])=[C:7]([C:5]#[N:6])[CH:8]=2)[N:16]=1 |f:0.1|. Procedure: A solution of sodium nitrite (0.36 g) in water (0.5 ml) was added to an ice cooled mixture of 1-(3-cyano-4-methoxyphenyl)-5-[4-(methylthio)phenyl]pyrazol-3-amine (1.08 g), concentrated hydrochloric acid (15 ml) and acetic acid (35 ml). The mixture was stirred at 0° C. for 30 minutes and added portionwise to a mixture of cuprous chloride (1.37 g) and concentrated hydrochloric acid (10 ml) at ambient temperature. The mixture was refluxed for 1 hour, poured into water and extracted with toluene. Th...